From a dataset of the Open Reaction Database (ORD), a public repository of structured organic reaction records. describe an organic reaction: reactants, conditions, products, and yield RXN SMILES: [C:1]([C:5]1[CH:10]=[CH:9][C:8](/[C:11](/[C:19]2[NH:24][C:23](=[O:25])[C:22]([O:26][CH3:27])=[CH:21][CH:20]=2)=[CH:12]\[C@H:13]2[CH2:17][CH2:16][C:15](=[O:18])[NH:14]2)=[CH:7][CH:6]=1)([CH3:4])([CH3:3])[CH3:2].CCCCCC>C(O)C>[C:1]([C:5]1[CH:10]=[CH:9][C:8]([CH:11]([C:19]2[NH:24][C:23](=[O:25])[C:22]([O:26][CH3:27])=[CH:21][CH:20]=2)[CH2:12][C@H:13]2[CH2:17][CH2:16][C:15](=[O:18])[NH:14]2)=[CH:7][CH:6]=1)([CH3:4])([CH3:2])[CH3:3]. Starting materials: C(C)(C)(C)C1=CC=C(C=C1)/C(=C\[C@@H]1NC(CC1)=O)/C1=CC=C(C(N1)=O)OC (6-{(E)-1-(4-tert-Butylphenyl)-2-[(2R)-5-oxopyrrolidin-2-yl]ethenyl}-3-methoxypyridin-2(1H)-one), CCCCCC (hexane). Solvent: C(C)O (ethanol). Procedure: An (R,S) mixture of the title compound was obtained by performing substantially the same reaction as in Examples 4-207 and 4-208(2) except for using 6-{(E)-1-(4-tert-butylphenyl)-2-[(2R)-5-oxopyrrolidin-2-yl]ethenyl}-3-methoxypyridin-2(1H)-one obtained in Example 4-164. This was preparatively isolated by a chiral HPLC column (CHIRALCEL OD-H, hexane:ethanol=50:50 v/v, 40° C., 7.0 mL/min, 210 nm) to give one diastereomer (A) of the title compound as a colorless amorphous (9.5 mg) and the other dia... The product is ( A ), C(C)(C)(C)C1=CC=C(C=C1)C(C[C@@H]1NC(CC1)=O)C1=CC=C(C(N1)=O)OC (6-{1-(4-tert-Butylphenyl)-2-[(2R)-5-oxopyrrolidin-2-yl]ethyl}-3-methoxypyridin-2(1H)-one). Product: ClC1=C(C=CC(=C1)Cl)CC(CN1CCCC1)(CC=C)C (N-[3-(2,4-dichlorophenyl)-2-methyl-2-(prop-2-en-1-yl)-propyl]-pyrrolidine). RXN SMILES: [NH:1]1[CH2:5][CH2:4][CH2:3][CH2:2]1.[Cl:6][C:7]1[CH:12]=[C:11]([Cl:13])[CH:10]=[CH:9][C:8]=1[CH2:14][C:15]([CH3:21])([CH:18]=[CH:19][CH3:20])[CH:16]=O>C(O)=O>[Cl:6][C:7]1[CH:12]=[C:11]([Cl:13])[CH:10]=[CH:9][C:8]=1[CH2:14][C:15]([CH3:21])([CH2:18][CH:19]=[CH2:20])[CH2:16][N:1]1[CH2:5][CH2:4][CH2:3][CH2:2]1. Procedure details: 149 g of formic acid were added dropwise to 45.8 g of pyrrolidine, while cooling with ice. 181 g of 3-(2,4-dichlorophenyl)-2-methyl-2-propen-1-ylpropionaldehyde were then added, after which the mixture was heated at 100° C. for 12 hours and then evaporated down under reduced pressure. The residue was made alkaline with 25% strength NaOH and extracted with ether, and the organic phase was dried over KOH and evaporated down. Distillation of the residue gave 95 g of (X) of boiling point 130°-138° C... The solvent is C(=O)O (formic acid). Isolated yield 47.2%. Conditions: temperature 100 celsius. The reactants are N1CCCC1 (pyrrolidine), ClC1=C(C=CC(=C1)Cl)CC(C=O)(C=CC)C (3-(2,4-dichlorophenyl)-2-methyl-2-propen-1-ylpropionaldehyde). Starting materials: COC(=O)C1=CC2=C(N(C(=N2)NC=2SC3=C(N2)C=CC(=C3)OC(F)(F)F)C(C)C)C=C1 (1-isopropyl-2-(6-trifluoromethoxy-benzothiazol-2-ylamino)-1H-benzoimidazole-5-carboxylic acid methyl ester), [OH-].[Li+] (lithium hydroxide), CO (MeOH). The solvent is C1CCOC1 (THF). Yields the product C(C)(C)N1C(=NC2=C1C=CC(=C2)C(=O)O)NC=2SC1=C(N2)C=CC(=C1)OC(F)(F)F (1-Isopropyl-2-(6-trifluoromethoxy-benzothiazol-2-ylamino)-1H-benzoimid azole-5-carboxylic acid). Yield: 89.0%. Reaction SMILES: C[O:2][C:3]([C:5]1[CH:31]=[CH:30][C:8]2[N:9]([CH:27]([CH3:29])[CH3:28])[C:10]([NH:12][C:13]3[S:14][C:15]4[CH:21]=[C:20]([O:22][C:23]([F:26])([F:25])[F:24])[CH:19]=[CH:18][C:16]=4[N:17]=3)=[N:11][C:7]=2[CH:6]=1)=[O:4].[OH-].[Li+].CO>C1COCC1>[CH:27]([N:9]1[C:8]2[CH:30]=[CH:31][C:5]([C:3]([OH:4])=[O:2])=[CH:6][C:7]=2[N:11]=[C:10]1[NH:12][C:13]1[S:14][C:15]2[CH:21]=[C:20]([O:22][C:23]([F:24])([F:26])[F:25])[CH:19]=[CH:18][C:16]=2[N:17]=1)([CH3:29])[CH3:28] |f:1.2|. Procedure details: 1-Isopropyl-2-(6-trifluoromethoxy-benzothiazol-2-ylamino)-1H-benzoimid azole-5-carboxylic acid (500.0 mg) was prepared by following General Procedure E starting from 1-isopropyl-2-(6-trifluoromethoxy-benzothiazol-2-ylamino)-1H-benzoimidazole-5-carboxylic acid methyl ester (580.0 mg) and lithium hydroxide (2.0 N solution, 3.0 mL), MeOH (2.0 mL) and THF (2.0 mL). LCMS: m/z 438; and 1H NMR (DMSO-d6, 400 MHz): δ 8.17 (1H, m), 7.96 (1H, m), 7.84-7.82 (1H, m), 7.72-7.70 (1H, m), 7.64-7.61 (1H, m), 7.4... Reactants: ClC1=C(C=CC(=C1)Cl)C[N+]#[C-] ((2,4-dichlorophenyl)methyl isocyanide), O=CCCC(=O)O (4-oxobutanoic acid), C1(CC1)N (cyclopropylamine), CO (methanol). Run at temperature 100 celsius. The product is C1(CC1)N1[C@H](C(=O)NCC2=C(C=C(C=C2)Cl)Cl)CCC1=O (1-Cyclopropyl-N-[(2,4-dichlorophenyl)methyl]-5-oxoprolinamide). RXN SMILES: [Cl:1][C:2]1[CH:7]=[C:6]([Cl:8])[CH:5]=[CH:4][C:3]=1[CH2:9][N+:10]#[C-:11].[O:12]=[CH:13][CH2:14][CH2:15][C:16](O)=O.[CH:19]1([NH2:22])[CH2:21][CH2:20]1.C[OH:24]>>[CH:19]1([N:22]2[C:13](=[O:12])[CH2:14][CH2:15][C@H:16]2[C:11]([NH:10][CH2:9][C:3]2[CH:4]=[CH:5][C:6]([Cl:8])=[CH:7][C:2]=2[Cl:1])=[O:24])[CH2:21][CH2:20]1. Procedure details: To a solution of (2,4-dichlorophenyl)methyl isocyanide (0.047 g, 0.25 mmol) and 4-oxobutanoic acid (15% in water, 0.26 ml, 0.4 mmol) in methanol (1.75 ml) was added cyclopropylamine (0.042 ml, 0.6 mmol). The mixture was heated to 100° C. for 30 minutes in a microwave reactor. The solvent was removed in vacuo and the residue was purified by mass-directed automated HPLC to give 1-Cyclopropyl-N-[(2,4-dichlorophenyl)methyl]-5-oxoprolinamide (0.072 g) as a white solid. LC/MS [M+H]+=326/328, retention... The product is CCOC(=O)C1(Cc2cc(O)cc(Nc3ccnn3C(C)(C)C)n2)CCN(C(=O)OC(C)(C)C)CC1. Starting materials: CCOC(=O)C1(Cc2cc(OCc3ccccc3)cc(Nc3ccnn3C(C)(C)C)n2)CCN(C(=O)OC(C)(C)C)CC1, CO, C1CCOC1, [OH-], [OH-], [Pd+2]. RXN SMILES: [CH2:1]([c:2]1[cH:3][cH:4][cH:5][cH:6][cH:7]1)[O:8][c:9]1[cH:10][c:11]([CH2:25][C:26]2([C:39](=[O:40])[O:41][CH2:42][CH3:43])[CH2:27][CH2:28][N:29]([C:32](=[O:33])[O:34][C:35]([CH3:36])([CH3:37])[CH3:38])[CH2:30][CH2:31]2)[n:12][c:13]([NH:15][c:16]2[cH:17][cH:18][n:19][n:20]2[C:21]([CH3:22])([CH3:23])[CH3:24])[cH:14]1.[CH3:49][OH:50].[O:44]1[CH2:45][CH2:46][CH2:47][CH2:48]1.[OH-:51].[OH-:53].[Pd+2:52]>>[OH:8][c:9]1[cH:10][c:11]([CH2:25][C:26]2([C:39](=[O:40])[O:41][CH2:42][CH3:43])[CH2:27][CH2:28][N:29]([C:32](=[O:33])[O:34][C:35]([CH3:36])([CH3:37])[CH3:38])[CH2:30][CH2:31]2)[n:12][c:13]([NH:15][c:16]2[cH:17][cH:18][n:19][n:20]2[C:21]([CH3:22])([CH3:23])[CH3:24])[cH:14]1.